From a dataset of the Open Reaction Database (ORD), a public repository of structured organic reaction records. describe an organic reaction: reactants, conditions, products, and yield The reactants are NC1C(NCCCC1)=O (3-Aminoperhydro-2-azepinone), ICC(=O)OC(C)(C)C (t-butyl iodoacetate). The product is C(C)(C)(C)OC(=O)CN1C(C(CCCC1)N)=O (1-t-butoxycarbonylmethyl-3-aminoperhydro-2-azepinone). RXN SMILES: [NH2:1][CH:2]1[CH2:8][CH2:7][CH2:6][CH2:5][NH:4][C:3]1=[O:9].I[CH2:11][C:12]([O:14][C:15]([CH3:18])([CH3:17])[CH3:16])=[O:13]>>[C:15]([O:14][C:12]([CH2:11][N:4]1[CH2:5][CH2:6][CH2:7][CH2:8][CH:2]([NH2:1])[C:3]1=[O:9])=[O:13])([CH3:18])([CH3:17])[CH3:16]. Procedure details: 3-Aminoperhydro-2-azepinone (R. Pellegata, et al., Synthesis, 1978, 614-616) was alkylated with t-butyl iodoacetate as described in Example 1, Step B, to afford 1-t-butoxycarbonylmethyl-3-aminoperhydro-2-azepinone. Reactants: FC1=CC=C(C=C1)C(=C1CCN(CC1)CCN1C(C=2C(C1=O)=CC=CC2)=O)C2=CC=C(C=C2)F (4-[bis(4-fluorophenyl)methylene]-1-(2-phthalimidoethyl)piperidine), O.NN (hydrazine hydrate). Product: NCCN1CCC(CC1)=C(C1=CC=C(C=C1)F)C1=CC=C(C=C1)F (1-(2-Aminoethyl)-4-[bis(4-fluorophenyl)-methylene]piperidine). The yield is 97.0%. As a reaction SMILES: [F:1][C:2]1[CH:7]=[CH:6][C:5]([C:8]([C:28]2[CH:33]=[CH:32][C:31]([F:34])=[CH:30][CH:29]=2)=[C:9]2[CH2:14][CH2:13][N:12]([CH2:15][CH2:16][N:17]3C(=O)C4=CC=CC=C4C3=O)[CH2:11][CH2:10]2)=[CH:4][CH:3]=1.O.NN>>[NH2:17][CH2:16][CH2:15][N:12]1[CH2:13][CH2:14][C:9](=[C:8]([C:5]2[CH:4]=[CH:3][C:2]([F:1])=[CH:7][CH:6]=2)[C:28]2[CH:33]=[CH:32][C:31]([F:34])=[CH:30][CH:29]=2)[CH2:10][CH2:11]1 |f:1.2|. Procedure details: The title compound was prepared in a yield of 97% in a similar manner to that described in Preparation 15 by reacting 4-[bis(4-fluorophenyl)methylene]-1-(2-phthalimidoethyl)piperidine and hydrazine hydrate. Starting materials: C(=O)(C(F)(F)F)O (TFA), C(C1=CC=CC=C1)N1C[C@]([C@H](C1)C1=CC=C(C=C1)Cl)(C)NC(OC(C)(C)C)=O (rac-tert-butyl (3R,4S)-1-benzyl-4-(4-chlorophenyl)-3-methylpyrrolidin-3-ylcarbamate), CC(C)([O-])C.[K+] (potassium tert.-butoxide), S(=O)(=O)(OC)OC (dimethyl sulfate), ice water, ClC(=O)OC1=CC=C(C=C1)F (4-fluorophenyl chloroformate), CCN(C(C)C)C(C)C (DIPEA). Solvent: CS(=O)C (DMSO). Run at time 1 hour. Yields the product FC1=CC=C(C=C1)OC(N(C)[C@]1(CN(C[C@@H]1C1=CC=C(C=C1)Cl)CC1=CC=CC=C1)C)=O (rac-[(3R,4S)-1-Benzyl-4-(4-chloro-phenyl)-3-methyl-pyrrolidin-3-yl]-methyl-carbamic acid 4-fluoro-phenyl ester). As a reaction SMILES: [CH2:1]([N:8]1[CH2:12][C@H:11]([C:13]2[CH:18]=[CH:17][C:16]([Cl:19])=[CH:15][CH:14]=2)[C@:10]([NH:21][C:22](=O)OC(C)(C)C)([CH3:20])[CH2:9]1)[C:2]1[CH:7]=[CH:6][CH:5]=[CH:4][CH:3]=1.CC(C)([O-])C.[K+].S(OC)(OC)(=O)=O.C(O)(C(F)(F)F)=O.CCN(C(C)C)C(C)C.Cl[C:59]([O:61][C:62]1[CH:67]=[CH:66][C:65]([F:68])=[CH:64][CH:63]=1)=[O:60]>CS(C)=O>[F:68][C:65]1[CH:66]=[CH:67][C:62]([O:61][C:59](=[O:60])[N:21]([C@:10]2([CH3:20])[C@@H:11]([C:13]3[CH:18]=[CH:17][C:16]([Cl:19])=[CH:15][CH:14]=3)[CH2:12][N:8]([CH2:1][C:2]3[CH:7]=[CH:6][CH:5]=[CH:4][CH:3]=3)[CH2:9]2)[CH3:22])=[CH:63][CH:64]=1 |f:1.2|. Procedure: A mixture of 2.49 g (6.21 mmol) rac-tert-butyl (3R,4S)-1-benzyl-4-(4-chlorophenyl)-3-methylpyrrolidin-3-ylcarbamate, 0.836 g (7.45 mmol) potassium tert.-butoxide and 0.98 g (7.76 mmol) dimethyl sulfate in 80 mL DMSO was stirred at room temperature for 1 h. The mixture was poured onto ice-water and extracted with TBME. The combined organic layers were washed with brine, died with Na2SO4, filtered off and evaporated to dryness. The residue was dissolved in 40 mL DCM and 7.68 g (67.3 mmol) TFA was ... Starting materials: Cc1noc(C(C)N)n1, CCN=C=NCCCN(C)C, CN1CCOCC1, CN(C)C=O, CC(C)n1nc(-c2ccccc2Cl)c2ccc(C(=O)O)cc21, Cl, Cl, On1nnc2cccnc21. Product: Cc1noc(C(C)NC(=O)c2ccc3c(-c4ccccc4Cl)nn(C(C)C)c3c2)n1. Reaction SMILES: [CH3:24][c:25]1[n:26][o:27][c:28]([CH:30]([CH3:31])[NH2:32])[n:29]1.[CH3:34][N:35]([CH3:36])[CH2:37][CH2:38][CH2:39][N:40]=[C:41]=[N:42][CH2:43][CH3:44].[CH3:55][N:56]1[CH2:57][CH2:58][O:59][CH2:60][CH2:61]1.[CH3:62][N:63]([CH3:64])[CH:65]=[O:66].[Cl:1][c:2]1[c:3](-[c:8]2[n:9][n:10]([CH:20]([CH3:21])[CH3:22])[c:11]3[cH:12][c:13]([C:17](=[O:18])[OH:19])[cH:14][cH:15][c:16]23)[cH:4][cH:5][cH:6][cH:7]1.[ClH:23].[ClH:33].[OH:45][n:46]1[c:47]2[n:48][cH:49][cH:50][cH:51][c:52]2[n:53][n:54]1>>[Cl:1][c:2]1[c:3](-[c:8]2[n:9][n:10]([CH:20]([CH3:21])[CH3:22])[c:11]3[cH:12][c:13]([C:17](=[O:19])[NH:32][CH:30]([c:28]4[o:27][n:26][c:25]([CH3:24])[n:29]4)[CH3:31])[cH:14][cH:15][c:16]23)[cH:4][cH:5][cH:6][cH:7]1. Procedure details: To a stirred solution of 2.3 g. (0.10 mole) of sodium metal dissolved in 50 ml. ethanol and cooled to 0° C. in an ice bath was added 12.3 g. (0.10 mole) of 2-thienylacetonitrile. After the addition was complete 10.3 g. (0.10 mole) of butylnitrite was added. The reaction was stirred 1 hour at 0° C. and 3 hours at room temperature before the mixture was concentrated to dryness in vacuo. The residue was washed with ether. The sodium salt of the product was dissolved in water and acidified with conc... As a reaction SMILES: [Na].[S:2]1[CH:6]=[CH:5][CH:4]=[C:3]1[CH2:7][C:8]#[N:9].C([O:14][N:15]=O)CCC>C(O)C>[N:15](=[C:7]([C:3]1[S:2][CH:6]=[CH:5][CH:4]=1)[C:8]#[N:9])[OH:14] |^1:0|. Product: N(O)=C(C#N)C=1SC=CC1 (Alpha-Oximino-2-Thienylacetonitrile). Solvent: C(C)O (ethanol). Conditions: temperature 0 celsius, time 3 hour. Reactants: [Na] (sodium), S1C(=CC=C1)CC#N (2-thienylacetonitrile), C(CCC)ON=O (butylnitrite). Reactants: OC1=CC=C(C#N)C=C1 (4-hydroxy-benzonitrile), C([O-])([O-])=O.[K+].[K+] (potassium carbonate), BrCC(=O)OCC (ethyl bromoacetate). Solvent: CN(C=O)C (dimethylformamide), C(C)(=O)OCC (ethyl acetate). Reaction conditions: time 23 hour. The product is C(#N)C1=CC=C(OCC(=O)OCC)C=C1 (ethyl (4-cyano-phenoxy)-acetate). As a reaction SMILES: [OH:1][C:2]1[CH:9]=[CH:8][C:5]([C:6]#[N:7])=[CH:4][CH:3]=1.C(=O)([O-])[O-].[K+].[K+].Br[CH2:17][C:18]([O:20][CH2:21][CH3:22])=[O:19]>CN(C)C=O.C(OCC)(=O)C>[C:6]([C:5]1[CH:8]=[CH:9][C:2]([O:1][CH2:17][C:18]([O:20][CH2:21][CH3:22])=[O:19])=[CH:3][CH:4]=1)#[N:7] |f:1.2.3|. Reported procedure: To a solution of 4-hydroxy-benzonitrile (1 g, 8.395 mmol) in dimethylformamide (10 mL) were added potassium carbonate (2.321 g, 16.79 mmol) and ethyl bromoacetate (1.117 mL, 10.07 mmol), respectively. The reaction mixture was stirred at room temperature for 23 h. It was taken in ethyl acetate and diethyl ether (1:1 ratio), and the solid was filtered off. The filtrate was washed with water, brine and dried over anhydrous sodium sulfate. The solid was then filtered off, and the filtrate was concen... The reactants are CCCCCC (n-hexane), BrCCC=1SC=CC1CBr (2-(2-bromoethyl)-3-bromomethylthiophene), ClC1=C(CN)C=CC=C1 (2-chlorobenzylamine), C(C)(C)N(CC)C(C)C (diisopropylethylamine). The solvent is C(C)(=O)OCC (ethyl acetate), C(C)#N (acetonitrile), C(C)#N (acetonitrile). Product: ClC1=C(C=CC=C1)CN1CC2=C(CC1)SC=C2 (5-[(2-chlorophenyl)methyl]-4,5,6,7-tetrahydrothieno[3,2-c]pyridine). Isolated yield 77.5%. RXN SMILES: Br[CH2:2][CH2:3][C:4]1[S:5][CH:6]=[CH:7][C:8]=1[CH2:9]Br.[Cl:11][C:12]1[CH:19]=[CH:18][CH:17]=[CH:16][C:13]=1[CH2:14][NH2:15].C(N(C(C)C)CC)(C)C.CCCCCC>C(#N)C.C(OCC)(=O)C>[Cl:11][C:12]1[CH:19]=[CH:18][CH:17]=[CH:16][C:13]=1[CH2:14][N:15]1[CH2:2][CH2:3][C:4]2[S:5][CH:6]=[CH:7][C:8]=2[CH2:9]1. Procedure: At below 5° C., 5.0 g of 2-(2-bromoethyl)-3-bromomethylthiophene obtained in Example 7 was dissolved in 50 mL of acetonitrile, and added thereto was a solution obtained by dissolving 2.7 g of 2-chlorobenzylamine and 6.8 g of diisopropylethylamine in 25 mL of acetonitrile. The resulting mixture was refluxed for 5 hours, and concentrated by evaporation under reduced pressure. The residue was dissolved in 100 mL of ethyl acetate, and washed twice with 70 mL portions of water. The organic layer was ... Reactants: ClC=1C=C(C=CC1Cl)NC(=O)NC (1-(3,4-dichlorophenyl)-3-methyl urea), crude product, O=CC(Cl)(Cl)Cl (chloral), ClC=1C=C(C=CC1Cl)NC(=O)N(C)C(C(Cl)(Cl)Cl)O (1-(3,4-dichlorophenyl)-3-(1-hydroxy-2,2,2-trichloroethyl)-3-methyl urea), S(=O)(Cl)Cl (thionyl chloride). Reagents/catalysts: S(O)(O)(=O)=O (sulfuric acid). The solvent is C(C)OCC (Diethyl ether). Conditions: temperature 65 celsius. Yields the product CN(C(=O)NC1=CC(=C(C=C1)Cl)Cl)C(C(Cl)(Cl)Cl)Cl (1-methyl-1-(1,2,2,2-tetrachloroethyl)-3-(3,4-dichlorophenyl) urea). As a reaction SMILES: [Cl:1]C1C=C(NC(NC)=O)C=CC=1Cl.O=CC(Cl)(Cl)Cl.[Cl:20][C:21]1[CH:22]=[C:23]([NH:28][C:29]([N:31]([CH:33](O)[C:34]([Cl:37])([Cl:36])[Cl:35])[CH3:32])=[O:30])[CH:24]=[CH:25][C:26]=1[Cl:27].S(Cl)(Cl)=O>S(=O)(=O)(O)O.C(OCC)C>[CH3:32][N:31]([CH:33]([Cl:1])[C:34]([Cl:37])([Cl:36])[Cl:35])[C:29]([NH:28][C:23]1[CH:24]=[CH:25][C:26]([Cl:27])=[C:21]([Cl:20])[CH:22]=1)=[O:30]. Reported procedure: 1-(3,4-dichlorophenyl)-3-methyl urea (15.2 g, 0.07 mol) was combined with 15.0 g (0.1 mol) of chloral and 5 drops of concentrated sulfuric acid. The mixture was heated for an hour to effect reaction, then stripped under vacuum. To the crude 1-(3,4-dichlorophenyl)-3-(1-hydroxy-2,2,2-trichloroethyl)-3-methyl urea was added an excess of thionyl chloride and the mixture was heated gradually to a maximum of 65° C. Diethyl ether was added to the crude product, and the insoluble product was collected o... Starting materials: COC(CCSCC1=NC=CC(=C1)CN(C)C)=N (Methyl-3-(4-dimethylaminomethyl-2-pyridylmethylthio)propionimidate), N#CN (cyanamide). Solvent: CO (methanol). Conditions: time 8 hour. The product is C(#N)NC(CCSCC1=NC=CC(=C1)CN(C)C)=N (N-cyano-3-(4-dimethylaminomethyl-2-pyridylmethylthio)propionamidine). As a reaction SMILES: CO[C:3](=[NH:18])[CH2:4][CH2:5][S:6][CH2:7][C:8]1[CH:13]=[C:12]([CH2:14][N:15]([CH3:17])[CH3:16])[CH:11]=[CH:10][N:9]=1.[N:19]#[C:20][NH2:21]>CO>[C:20]([NH:21][C:3](=[NH:18])[CH2:4][CH2:5][S:6][CH2:7][C:8]1[CH:13]=[C:12]([CH2:14][N:15]([CH3:17])[CH3:16])[CH:11]=[CH:10][N:9]=1)#[N:19]. Procedure details: Methyl-3-(4-dimethylaminomethyl-2-pyridylmethylthio)propionimidate is added to a methanol solution of cyanamide. After standing overnight N-cyano-3-(4-dimethylaminomethyl-2-pyridylmethylthio)propionamidine is obtained. Product: COc1ccc(CC(C)(C)C(=O)O)cc1C(=O)NCc1ccc(C(F)(F)F)cc1. The reactants are COC(=O)C(C)(C)Cc1ccc(OC)c(C(=O)NCc2ccc(C(F)(F)F)cc2)c1, CCO, [Na+], [OH-]. RXN SMILES: [CH3:1][O:2][c:3]1[c:4]([C:17]([NH:18][CH2:19][c:20]2[cH:21][cH:22][c:23]([C:26]([F:27])([F:28])[F:29])[cH:24][cH:25]2)=[O:30])[cH:5][c:6]([CH2:9][C:10]([C:11](=[O:12])[O:13][CH3:14])([CH3:15])[CH3:16])[cH:7][cH:8]1.[CH3:33][CH2:34][OH:35].[Na+:32].[OH-:31]>>[CH3:1][O:2][c:3]1[c:4]([C:17]([NH:18][CH2:19][c:20]2[cH:21][cH:22][c:23]([C:26]([F:27])([F:28])[F:29])[cH:24][cH:25]2)=[O:30])[cH:5][c:6]([CH2:9][C:10]([C:11](=[O:12])[OH:13])([CH3:15])[CH3:16])[cH:7][cH:8]1.